This data is from the Open Reaction Database (ORD), a public repository of structured organic reaction records. The task is: describe an organic reaction: reactants, conditions, products, and yield Starting materials: C(C)OCC (diethyl ether), orange viscous oil, crude solution, C(C)OC(CC(C)C1=CC(=CC=C1)F)=O (3-(3-fluorophenyl)butyric acid ethyl ester), [OH-].[Na+] (NaOH). Run in O (water), O (water), C(C)O (ethanol). Product: FC=1C=C(C=CC1)C(CC(=O)O)C (3-(3-fluorophenyl)butyric acid). Isolated yield 92.6%. Reaction SMILES: C([O:3][C:4](=[O:15])[CH2:5][CH:6]([C:8]1[CH:13]=[CH:12][CH:11]=[C:10]([F:14])[CH:9]=1)[CH3:7])C.[OH-].[Na+].C(OCC)C>C(O)C.O>[F:14][C:10]1[CH:9]=[C:8]([CH:6]([CH3:7])[CH2:5][C:4]([OH:15])=[O:3])[CH:13]=[CH:12][CH:11]=1 |f:1.2|. Procedure: A crude solution of 3-(3-fluorophenyl)butyric acid ethyl ester, 10.1 g, 48 mmol] in ethanol (50 mL) was treated with 10 M NaOH solution (50 mL, 857 mmol). The reaction mixture was refluxed overnight. The reaction mixture was dried under reduced pressure in order to get rid of the ethyl alcohol. The resulting residue was re-dissolved in 150 mL of water. The mixture was transferred to a separatory funnel using water (50 mL) and diethyl ether (200 mL). The mixture was equilibrated and the ether lay... RXN SMILES: [CH2:1]([CH3:2])[O:3][C:4](=[O:5])[C:6]1=[CH:11][N:10]([CH2:12][O:13][CH2:14][CH2:15][CH3:16])[C:9](=[O:17])[NH:8][CH:7]1[c:18]1[cH:19][cH:20][c:21]([F:24])[cH:22][cH:23]1.[CH2:39]1[O:40][CH2:41][CH2:42][CH2:43]1.[CH3:25][SiH:26]([CH3:27])[N:28]([CH3:29])[Si:30]([CH3:31])([CH3:32])[CH3:33].[CH3:35][I:36].[Cl-:37].[K:34].[NH4+:38]>>[CH2:1]([CH3:2])[O:3][C:4](=[O:5])[C:6]1=[CH:11][N:10]([CH2:12][O:13][CH2:14][CH2:15][CH3:16])[C:9](=[O:17])[N:8]([CH3:25])[CH:7]1[c:18]1[cH:19][cH:20][c:21]([F:24])[cH:22][cH:23]1. Product: CCCOCN1C=C(C(=O)OCC)C(c2ccc(F)cc2)N(C)C1=O. Reactants: CCCOCN1C=C(C(=O)OCC)C(c2ccc(F)cc2)NC1=O, C1CCOC1, CN([SiH](C)C)[Si](C)(C)C, CI, [Cl-], [K], [NH4+]. The reactants are C(CC)C1=NC2=C(N1)C=C(C=C2C)N2C(C=1C(C2=O)=CC=CC1)=O (2-n-propyl-4-methyl-6-phthalimido-1H-benzimidazole), BrCC1=CC=C(C=C1)C=1C(=CC=CC1)C(=O)OC (methyl 4'-bromomethyl-biphenyl-2-carboxylate). Reaction SMILES: [CH2:1]([C:4]1[NH:8][C:7]2[CH:9]=[C:10]([N:14]3[C:18](=[O:19])[C:17]4=[CH:20][CH:21]=[CH:22][CH:23]=[C:16]4[C:15]3=[O:24])[CH:11]=[C:12]([CH3:13])[C:6]=2[N:5]=1)[CH2:2][CH3:3].Br[CH2:26][C:27]1[CH:32]=[CH:31][C:30]([C:33]2[C:34]([C:39]([O:41][CH3:42])=[O:40])=[CH:35][CH:36]=[CH:37][CH:38]=2)=[CH:29][CH:28]=1>>[CH2:1]([C:4]1[N:8]([CH2:26][C:27]2[CH:32]=[CH:31][C:30]([C:33]3[C:34]([C:39]([O:41][CH3:42])=[O:40])=[CH:35][CH:36]=[CH:37][CH:38]=3)=[CH:29][CH:28]=2)[C:7]2[CH:9]=[C:10]([N:14]3[C:15](=[O:24])[C:16]4=[CH:23][CH:22]=[CH:21][CH:20]=[C:17]4[C:18]3=[O:19])[CH:11]=[C:12]([CH3:13])[C:6]=2[N:5]=1)[CH2:2][CH3:3]. Procedure details: Prepared analogously to Example 1a from 2-n-propyl-4-methyl-6-phthalimido-1H-benzimidazole and methyl 4'-bromomethyl-biphenyl-2-carboxylate. The product is C(CC)C1=NC2=C(N1CC1=CC=C(C=C1)C=1C(=CC=CC1)C(=O)OC)C=C(C=C2C)N2C(C=1C(C2=O)=CC=CC1)=O (Methyl 4'-[(2-n-propyl-4-methyl-6-phthalimido-1H-benzimidazol -1-yl)-methyl]biphenyl-2-carboxylate). Starting materials: CSC=1C=C(C(C)(C)N2C(C(=C(C2)C)C2=CC=CC=C2)=O)C=CC1 (1-(3-methylthio-α,α-dimethylbenzyl)-4-methyl-3-phenyl-3-pyrrolin-2-one), aqueous solution, OOS(=O)[O-].[K+] (Oxone), ice water, C(C)(C)OC(C)C (isopropyl ether). The solvent is CO.O (methanol water). Reaction conditions: temperature 5 celsius, time 2 hour. Product: CS(=O)(=O)C=1C=C(C(C)(C)N2C(C(=C(C2)C)C2=CC=CC=C2)=O)C=CC1 (1-(3-methylsufonyl-α,α-dimethylbenzyl)-4-methyl-3-phenyl-3-pyrrolin-2-one). The yield is 62.3%. As a reaction SMILES: CS[C:3]1[CH:4]=[C:5]([CH:22]=[CH:23][CH:24]=1)[C:6]([N:9]1[CH2:13][C:12]([CH3:14])=[C:11]([C:15]2[CH:20]=[CH:19][CH:18]=[CH:17][CH:16]=2)[C:10]1=[O:21])([CH3:8])[CH3:7].O[O:26][S:27]([O-:29])=O.[K+].[CH:31](OC(C)C)(C)C>CO.O>[CH3:31][S:27]([C:3]1[CH:4]=[C:5]([CH:22]=[CH:23][CH:24]=1)[C:6]([N:9]1[CH2:13][C:12]([CH3:14])=[C:11]([C:15]2[CH:20]=[CH:19][CH:18]=[CH:17][CH:16]=2)[C:10]1=[O:21])([CH3:7])[CH3:8])(=[O:29])=[O:26] |f:1.2,4.5|. Reported procedure: A methanol/water (1/1) solution of 2.2 g (0.0065 mol) of 1-(3-methylthio-α,α-dimethylbenzyl)-4-methyl-3-phenyl-3-pyrrolin-2-one (Compound No. 364) prepared in accordance with the method of Example 2, was cooled to 5° C., and 30 ml of an aqueous solution of 12 g (0.020 mol) of Oxone was dropwise added thereto at a temperature not higher than 5° C. The mixture was stirred at 5° C. for 2 hours and then at room temperature for further 2 hours. 200 ml of ice water and 100 ml of isopropyl ether were a...